Dataset: the Open Reaction Database (ORD), a public repository of structured organic reaction records. Task: describe an organic reaction: reactants, conditions, products, and yield Starting materials: Cc1cc(O)ccc1Br, CC(=O)O, O, O=[N+]([O-])O. Product: Cc1c(Br)ccc(O)c1[N+](=O)[O-]. Reaction SMILES: [Br:1][c:2]1[c:3]([CH3:9])[cH:4][c:5]([OH:8])[cH:6][cH:7]1.[CH3:10][C:11](=[O:12])[OH:13].[OH2:18].[OH:14][N+:15]([O-:16])=[O:17]>>[Br:1][c:2]1[c:3]([CH3:9])[c:4]([N+:15](=[O:14])[O-:16])[c:5]([OH:8])[cH:6][cH:7]1.